From a dataset of the Open Reaction Database (ORD), a public repository of structured organic reaction records. describe an organic reaction: reactants, conditions, products, and yield Starting materials: C(C)C1OC(C=CC1=O)O (2-ethyl-6-hydroxy-3-oxo-3,6-dihydro-2H-pyran), S(=O)(=O)([O-])[O-].[Mg+2] (magnesium sulfate). Product: C(C)C1OC(C=CC1=O)OCCCC (2-ethyl-6-n-butoxy-3-oxo-3,6-dihydro-2H-pyran). Solvent: C(CCC)O (n-butyl alcohol). Procedure details: A 14.2 g quantity of 2-ethyl-6-hydroxy-3-oxo-3,6-dihydro-2H-pyran and 74 g of n-butyl alcohol are reacted in the presence of 10 g of magnesium sulfate with refluxing for 24 hours. After the reaction, the mixture is filtered to remove the magnesium sulfate, and the filtrate is concentrated at a reduced pressure to remove the excess n-butyl alcohol. The residue is further distilled at a reduced pressure of 5 mm Hg to give 16.2 g of 2-ethyl-6-n-butoxy-3-oxo-3,6-dihydro-2H-pyran as a yellow liquid f... Isolated yield 82.2%. Reaction SMILES: [CH2:1]([CH:3]1[C:8](=[O:9])[CH:7]=[CH:6][CH:5]([OH:10])[O:4]1)[CH3:2].S([O-])([O-])(=O)=O.[Mg+2]>C(O)CCC>[CH2:1]([CH:3]1[C:8](=[O:9])[CH:7]=[CH:6][CH:5]([O:10][CH2:2][CH2:1][CH2:3][CH3:8])[O:4]1)[CH3:2] |f:1.2|. Reactants: C(C)(C)(C)OC(=O)C=1C(=CC=CC1)C1=CC(=C(C=C1)CN1C(=NC(=C1C=O)Br)OCC)F (4′-(4-Bromo-2-ethoxy-5-formylimidazol-1-ylmethyl)-3′-fluorobiphenyl-2-carboxylic acid t-butyl ester), (2-ethenyl)tri-n-butyltin, CN(C)C=O (DMF), CCOC(=O)C (EtOAc). Reaction SMILES: [C:1]([O:5][C:6]([C:8]1[C:9]([C:14]2[CH:19]=[CH:18][C:17]([CH2:20][N:21]3[C:25]([CH:26]=[O:27])=[C:24](Br)[N:23]=[C:22]3[O:29][CH2:30][CH3:31])=[C:16]([F:32])[CH:15]=2)=[CH:10][CH:11]=[CH:12][CH:13]=1)=[O:7])([CH3:4])([CH3:3])[CH3:2].CN(C=O)C.[CH3:38][CH2:39]OC(C)=O>[Pd].C1(P(C2C=CC=CC=2)C2C=CC=CC=2)C=CC=CC=1.C1(P(C2C=CC=CC=2)C2C=CC=CC=2)C=CC=CC=1.C1(P(C2C=CC=CC=2)C2C=CC=CC=2)C=CC=CC=1.C1(P(C2C=CC=CC=2)C2C=CC=CC=2)C=CC=CC=1>[C:1]([O:5][C:6]([C:8]1[C:9]([C:14]2[CH:19]=[CH:18][C:17]([CH2:20][N:21]3[C:25]([CH:26]=[O:27])=[C:24]([CH:38]=[CH2:39])[N:23]=[C:22]3[O:29][CH2:30][CH3:31])=[C:16]([F:32])[CH:15]=2)=[CH:10][CH:11]=[CH:12][CH:13]=1)=[O:7])([CH3:4])([CH3:3])[CH3:2] |f:3.4.5.6.7|. The reagents and catalysts are [Pd].C1(=CC=CC=C1)P(C1=CC=CC=C1)C1=CC=CC=C1.C1(=CC=CC=C1)P(C1=CC=CC=C1)C1=CC=CC=C1.C1(=CC=CC=C1)P(C1=CC=CC=C1)C1=CC=CC=C1.C1(=CC=CC=C1)P(C1=CC=CC=C1)C1=CC=CC=C1 (tetrakis(triphenylphosphine) palladium(0)). Product: C(C)(C)(C)OC(=O)C=1C(=CC=CC1)C1=CC(=C(C=C1)CN1C(=NC(=C1C=O)C=C)OCC)F (4′-(2-Ethoxy-5-formyl-4-vinylimidazol-1-ylmethyl)-3′-fluorobiphenyl-2-carboxylic acid t-butyl ester). Procedure details: Intermediate (16a) (9.5 g, 18.9 mmol), tetrakis(triphenylphosphine) palladium(0) (1.0 g, 0.9 mmol), (2-ethenyl)tri-n-butyltin (11.0 mL, 37.8 mmol) were dissolved in DMF (70 mL, 900 mmol), and heated at 90° C. for 1.5 hours. The mixture was cooled to room temperature and 300 mL of EtOAc was added. The organic layer was washed using a 20% potassium fluoride solution (2×100 mL) and saturated aqueous NaCl. The resulting material was purified by silica gel chromatography (0-60% EtOAc:hexanes) to yiel... Conditions: temperature 90 celsius. Procedure details: To a stirred solution of compound 21.4 (13.5 g, 37.7 mmol) in CHCl3 (135 mL) was successively added 4-(trifluoromethyl)aniline (6.07 g, 37.7 mmol) and AcOH (3.24 mL). After stirring at room temperature for 30 min, the reaction was cooled to 0° C., sodium triacetoxyborohydride (12.0 g, 56.6 mmol) was added, and the reaction was stirred at room temperature for 3 h. The reaction mixture was poured into 150 mL of ice-water and the product was extracted with 2×50 mL CHCl3. The organics were sequentia... Solvent: C(Cl)(Cl)Cl (CHCl3). Conditions: time 30 minute. The reactants are C(C)OC(COC1=C(C=C(C(=C1)C)SC1=C(C=C(C=C1)C=O)C)C)=O (4-[(4-Formyl-2-methylphenyl)sulfanyl]-2,5-dimethylphenoxy-acetic acid ethyl ester), C(C)(=O)O[BH-](OC(C)=O)OC(C)=O.[Na+] (sodium triacetoxyborohydride), ice water, FC(C1=CC=C(N)C=C1)(F)F (4-(trifluoromethyl)aniline), CC(=O)O (AcOH). Yields the product C(C)OC(COC1=C(C=C(C(=C1)C)SC1=C(C=C(C=C1)CNC1=CC=C(C=C1)C(F)(F)F)C)C)=O (2,5-Dimethyl-4-[[2-methyl-4-[(4-trifluoromethyl-phenylamino)methyl]phenyl]sulfanyl]-phenoxy-acetic acid ethyl ester). RXN SMILES: [CH2:1]([O:3][C:4](=[O:25])[CH2:5][O:6][C:7]1[CH:12]=[C:11]([CH3:13])[C:10]([S:14][C:15]2[CH:20]=[CH:19][C:18]([CH:21]=O)=[CH:17][C:16]=2[CH3:23])=[CH:9][C:8]=1[CH3:24])[CH3:2].[F:26][C:27]([F:36])([F:35])[C:28]1[CH:34]=[CH:33][C:31]([NH2:32])=[CH:30][CH:29]=1.CC(O)=O.C(O[BH-](OC(=O)C)OC(=O)C)(=O)C.[Na+]>C(Cl)(Cl)Cl>[CH2:1]([O:3][C:4](=[O:25])[CH2:5][O:6][C:7]1[CH:12]=[C:11]([CH3:13])[C:10]([S:14][C:15]2[CH:20]=[CH:19][C:18]([CH2:21][NH:32][C:31]3[CH:33]=[CH:34][C:28]([C:27]([F:26])([F:35])[F:36])=[CH:29][CH:30]=3)=[CH:17][C:16]=2[CH3:23])=[CH:9][C:8]=1[CH3:24])[CH3:2] |f:3.4|. The yield is 98.5%. Starting materials: C1(\C=C/C(=O)O1)=O (maleic anhydride). The reagents and catalysts are [Hg] (mercury). Run in C(C)(=O)OCC (ethyl acetate). Product: C12C(C3C1C(=O)OC3=O)C(=O)OC2=O (cyclobutanetetracarboxylic dianhydride). The yield is 3.3%. RXN SMILES: [C:1]1(=[O:7])[O:6][C:4](=[O:5])[CH:3]=[CH:2]1>[Hg].C(OCC)(=O)C>[CH:3]12[C:4](=[O:5])[O:6][C:1](=[O:7])[CH:2]1[CH:3]1[C:4](=[O:5])[O:6][C:1](=[O:7])[CH:2]12. Reported procedure: In a 1 liter-glass flask equipped with a 500 W moderate-pressure mercury lamp, 100 g (1.02 M) of maleic anhydride and 1 kg of ethyl acetate were placed and mixed to provide a homogeneous solution. Under stirring in an agron atmosphere, the solution was irradiated with light by using the mercury lamp for 8 hours at 20° C. to precipitate a crystal. After the reaction, the crystal was recovered by filtration to obtain 3.3 g of cyclobutanetetracarboxylic dianhydride (100% trans form). Starting materials: BrC1=C(C(=O)OC)C=CC=N1 (methyl 2-bromonicotinate), ClC1=CC=C(C=C1)B(O)O (4-chlorophenylboronic acid), C([O-])([O-])=O.[K+].[K+] (potassium carbonate). Reagents/catalysts: [Pd].C1(=CC=CC=C1)P(C1=CC=CC=C1)C1=CC=CC=C1.C1(=CC=CC=C1)P(C1=CC=CC=C1)C1=CC=CC=C1.C1(=CC=CC=C1)P(C1=CC=CC=C1)C1=CC=CC=C1.C1(=CC=CC=C1)P(C1=CC=CC=C1)C1=CC=CC=C1 (tetrakis(triphenylphosphine) palladium). Run in C1(=CC=CC=C1)C (toluene). Yields the product ClC1=CC=C(C=C1)C1=C(C(=O)OC)C=CC=N1 (methyl 2-(4-chlorophenyl)nicotinate). Yield: 93.5%. RXN SMILES: Br[C:2]1[N:11]=[CH:10][CH:9]=[CH:8][C:3]=1[C:4]([O:6][CH3:7])=[O:5].[Cl:12][C:13]1[CH:18]=[CH:17][C:16](B(O)O)=[CH:15][CH:14]=1.C(=O)([O-])[O-].[K+].[K+]>C1(C)C=CC=CC=1.[Pd].C1(P(C2C=CC=CC=2)C2C=CC=CC=2)C=CC=CC=1.C1(P(C2C=CC=CC=2)C2C=CC=CC=2)C=CC=CC=1.C1(P(C2C=CC=CC=2)C2C=CC=CC=2)C=CC=CC=1.C1(P(C2C=CC=CC=2)C2C=CC=CC=2)C=CC=CC=1>[Cl:12][C:13]1[CH:18]=[CH:17][C:16]([C:2]2[N:11]=[CH:10][CH:9]=[CH:8][C:3]=2[C:4]([O:6][CH3:7])=[O:5])=[CH:15][CH:14]=1 |f:2.3.4,6.7.8.9.10|. Reported procedure: To a solution of methyl 2-bromonicotinate (5.6 g, 25.9 mmol) in toluene (140 mL) was added 4-chlorophenylboronic acid (6.1 g, 38.9 mmol), potassium carbonate (5.4 g, 39 mmol), and tetrakis(triphenylphosphine) palladium (1.53 g. 1.3 mmol). The mixture was heated to reflux for 3.5 hours, evaporated in vacuo and then purified on a silica gel column using a 1:4 mixture of ethyl acetate:hexane as mobile phase. Pure fractions were combined and the solvent was removed in vacuo to yield methyl 2-(4-chlo... Reactants: BrC1=C(C=C(C(=O)O)C=C1)C (4-bromo-3-methylbenzoic acid), CC=1C(=NC=C(C1)C)N1CCNCC1 (1-(3,5-dimethylpyridin-2-yl)piperazine). Yields the product BrC1=C(C=C(C=C1)C(=O)N1CCN(CC1)C1=NC=C(C=C1C)C)C ((4-bromo-3-methylphenyl)[4-(3,5-dimethylpyridin-2-yl)piperazin-1-yl]methanone). Yield: 90.7%. Reaction SMILES: [Br:1][C:2]1[CH:10]=[CH:9][C:5]([C:6]([OH:8])=O)=[CH:4][C:3]=1[CH3:11].[CH3:12][C:13]1[C:14]([N:20]2[CH2:25][CH2:24][NH:23][CH2:22][CH2:21]2)=[N:15][CH:16]=[C:17]([CH3:19])[CH:18]=1>>[Br:1][C:2]1[CH:10]=[CH:9][C:5]([C:6]([N:23]2[CH2:24][CH2:25][N:20]([C:14]3[C:13]([CH3:12])=[CH:18][C:17]([CH3:19])=[CH:16][N:15]=3)[CH2:21][CH2:22]2)=[O:8])=[CH:4][C:3]=1[CH3:11]. Procedure details: By reaction and treatment in the same manner as in Preparation Example 67 and using 4-bromo-3-methylbenzoic acid (4.3 g) and 1-(3,5-dimethylpyridin-2-yl)piperazine (3.8 g) described in Preparation Example 47, the title compound (7 g) was obtained.